Dataset: the Open Reaction Database (ORD), a public repository of structured organic reaction records. Task: describe an organic reaction: reactants, conditions, products, and yield Reactants: FC=1C=CC(=C(C1)O)C (5-fluoro-2-methylphenol), F[B-](F)(F)F.O=[N+]=O (nitronium tetrafluoroborate). Solvent: O (water), C(C)#N (acetonitrile). Reaction conditions: time 45 minute. Product: SiO2, FC=1C(=C(C(=CC1)C)O)[N+](=O)[O-] (3-Fluoro-6-methyl-2-nitrophenol). The yield is 67.8%. As a reaction SMILES: [F:1][C:2]1[CH:3]=[CH:4][C:5]([CH3:9])=[C:6]([OH:8])[CH:7]=1.F[B-](F)(F)F.[O:15]=[N+:16]=[O:17]>C(#N)C.O>[F:1][C:2]1[C:7]([N+:16]([O-:17])=[O:15])=[C:6]([OH:8])[C:5]([CH3:9])=[CH:4][CH:3]=1 |f:1.2|. Procedure: A stirred solution of 5-fluoro-2-methylphenol (640 mg, 5 mmol) in 20 mL of anhydrous acetonitrile was cooled to −30° C. to −40° C. and treated with nitronium tetrafluoroborate (740 mg, 5.5 mmol). After 45 minutes, the reaction mixture was diluted with 100 mL of cold water and extracted with three 50 mL portions of dichloromethane. The combined organic layers were washed with three 25 mL portions of water, dried over sodium sulfate, and concentrated in vacuo to give a reddish crystalline solid. C... The reactants are C(C)(C)(C)OC(=O)[C@@H](C\C=C\C1=CC=CC=C1)[C@H](C(=O)NNC(NN(N)C)=O)CC(C)C ((E)-2(R)-[1(S)-(tert-butoxycarbonyl)-4-phenyl-3-butenyl]-4-methyl-2′-[(1-methylhydrazinyl)carbamoyl]valerohydrazide), C(C1=CC=CC=C1)ON (O-benzylhydroxylamine), O1C(CCCC1)ON (O-(tetrahydro-2H-pyran-2(RS)-yl)hydroxylamine). The product is C(C1=CC=CC=C1)ONC(=O)[C@@H](CCCC1=CC=CC=C1)[C@H](C(=O)NN1C(NN(C1=O)C)=O)CC(C)C (2(R)-[1(S)-(benzyloxycarbamoyl)-4-phenylbutyl]-4-methyl-N-(1-methyl-3,5-dioxo-1,2,4-triazolidin-4-yl)valeramide). RXN SMILES: C(O[C:6]([C@H:8]([C@@H:18]([CH2:29][CH:30]([CH3:32])[CH3:31])[C:19]([NH:21][NH:22][C:23](=[O:28])[NH:24][N:25]([CH3:27])N)=[O:20])[CH2:9]/[CH:10]=[CH:11]/[C:12]1[CH:17]=[CH:16][CH:15]=[CH:14][CH:13]=1)=[O:7])(C)(C)C.[CH2:33]([O:40][NH2:41])[C:34]1[CH:39]=[CH:38][CH:37]=[CH:36][CH:35]=1.[O:42]1CCCC[CH:43]1ON>>[CH2:33]([O:40][NH:41][C:6]([C@H:8]([C@@H:18]([CH2:29][CH:30]([CH3:31])[CH3:32])[C:19]([NH:21][N:22]1[C:43](=[O:42])[N:25]([CH3:27])[NH:24][C:23]1=[O:28])=[O:20])[CH2:9][CH2:10][CH2:11][C:12]1[CH:13]=[CH:14][CH:15]=[CH:16][CH:17]=1)=[O:7])[C:34]1[CH:39]=[CH:38][CH:37]=[CH:36][CH:35]=1. Procedure details: In an analogous manner to that described in Example 1, parts (vi)-(viii), but using (E)-2(R)-[1(S)-(tert-butoxycarbonyl)-4-phenyl-3-butenyl]-4-methyl-2′-[(1-methylhydrazinyl)carbamoyl]valerohydrazide and O-benzylhydroxylamine in place of (E)-2(R)-[1(S)-(tert-butoxycarbonyl)-4-phenyl-3-butenyl]-2 ′-glycinyl-4-methylvalerohydrazide and O-(tetrahydro-2H-pyran-2(RS)-yl)hydroxylamine respectively there was obtained 2(R)-[1(S)-(benzyloxycarbamoyl)-4-phenylbutyl]-4-methyl-N-(1-methyl-3,5-dioxo-1,2,4-tr...